From a dataset of the Open Reaction Database (ORD), a public repository of structured organic reaction records. describe an organic reaction: reactants, conditions, products, and yield Reactants: NC1=C(C=CC=C1)SCC1=NOC=N1 (3-(2-aminophenylthiomethyl)1,2,4-oxadiazole), ClC1=CC=C(C(=O)Cl)C=C1 (4-chlorobenzoyl chloride), [OH-].[Na+] (sodium hydroxide). Run in O (water). Run at time 4 hour. Product: ClC1=CC=C(C(=O)NC2=C(C=CC=C2)SCC2=NOC=N2)C=C1 (3-[2-(4-chlorobenzamido)phenylthiomethyl]-1,2,4-oxadiazole). Reaction SMILES: [NH2:1][C:2]1[CH:7]=[CH:6][CH:5]=[CH:4][C:3]=1[S:8][CH2:9][C:10]1[N:14]=[CH:13][O:12][N:11]=1.[Cl:15][C:16]1[CH:24]=[CH:23][C:19]([C:20](Cl)=[O:21])=[CH:18][CH:17]=1.[OH-].[Na+]>O>[Cl:15][C:16]1[CH:24]=[CH:23][C:19]([C:20]([NH:1][C:2]2[CH:7]=[CH:6][CH:5]=[CH:4][C:3]=2[S:8][CH2:9][C:10]2[N:14]=[CH:13][O:12][N:11]=2)=[O:21])=[CH:18][CH:17]=1 |f:2.3|. Procedure: A mixture of 3-(2-aminophenylthiomethyl)1,2,4-oxadiazole (4.14 g), 4-chlorobenzoyl chloride (3.68 g), sodium hydroxide (0.8 g) and water (15 ml) was stirred at 25° for 4 hours. Crude product was recovered by filtration and crystallised from ethanol to give 3-[2-(4-chlorobenzamido)phenylthiomethyl]-1,2,4-oxadiazole, m.p. 103°. Reactants: CCC12CCCN1c1nc(-n3ccnc3-c3cccc(Br)c3)ncc1N(C)C2=O, O=C([O-])[O-], CNC1CCCCC1NC, ClCCl, [Cs+], [Cs+], I[Cu]I, c1nc[nH]n1. The product is CCC12CCCN1c1nc(-n3ccnc3-c3cccc(-n4cncn4)c3)ncc1N(C)C2=O. Reaction SMILES: [Br:1][c:2]1[cH:3][c:4](-[c:8]2[n:9](-[c:13]3[n:14][c:15]4[c:20]([cH:21][n:22]3)[N:19]([CH3:23])[C:18](=[O:24])[C:17]3([CH2:28][CH3:29])[N:16]4[CH2:27][CH2:26][CH2:25]3)[cH:10][cH:11][n:12]2)[cH:5][cH:6][cH:7]1.[C:45](=[O:46])([O-:47])[O-:48].[CH3:35][NH:36][CH:37]1[CH2:38][CH2:39][CH2:40][CH2:41][CH:42]1[NH:43][CH3:44].[Cl:51][CH2:52][Cl:53].[Cs+:49].[Cs+:50].[Cu:54]([I:55])[I:56].[nH:30]1[n:31][cH:32][n:33][cH:34]1>>[c:2]1(-[n:30]2[n:31][cH:32][n:33][cH:34]2)[cH:3][c:4](-[c:8]2[n:9](-[c:13]3[n:14][c:15]4[c:20]([cH:21][n:22]3)[N:19]([CH3:23])[C:18](=[O:24])[C:17]3([CH2:28][CH3:29])[N:16]4[CH2:27][CH2:26][CH2:25]3)[cH:10][cH:11][n:12]2)[cH:5][cH:6][cH:7]1.